Dataset: the Open Reaction Database (ORD), a public repository of structured organic reaction records. Task: describe an organic reaction: reactants, conditions, products, and yield The reactants are COC=C(C=CC(=O)OC)C(=O)OC (dimethyl 4-(methoxymethylene)2-pentenedioate), CN(C1=CC=C(N)C=C1)C (4-dimethylaminoaniline). The solvent is CN(C)C=O (DMF). Run at temperature 50 celsius, time 3 hour. Yields the product CN(C1=CC=C(C=C1)N1C=C(C=CC1=O)C(=O)OC)C (methyl 1-(4-dimethylaminophenyl)-1,6-dihydro-6-oxo-3-pyridinecarboxylate). Reaction SMILES: CO[CH:3]=[C:4]([C:11]([O:13][CH3:14])=[O:12])[CH:5]=[CH:6][C:7]([O:9]C)=O.[CH3:15][N:16]([CH3:24])[C:17]1[CH:23]=[CH:22][C:20]([NH2:21])=[CH:19][CH:18]=1>CN(C=O)C>[CH3:15][N:16]([CH3:24])[C:17]1[CH:23]=[CH:22][C:20]([N:21]2[C:7](=[O:9])[CH:6]=[CH:5][C:4]([C:11]([O:13][CH3:14])=[O:12])=[CH:3]2)=[CH:19][CH:18]=1. Procedure: After 1.24 g (6.1 mmol) of dimethyl 4-(methoxymethylene)2-pentenedioate obtained in Example 1-1 was dissolved in 10 mL of DMF, 830 g (6.1 mmol) of 4-dimethylaminoaniline was added to the solution. Afterward, the resulting reaction solution was stirred under reflex at about 50° C. for about 3 hours. After termination of the reaction was determined by liquid chromatography, the solvent was removed in vacuo and was then washed using brine, followed by drying using magnesium sulfate and filtration. ... Solvent: CN(C)C=O (DMF). Yield: 48.7%. As a reaction SMILES: C(=O)([O-])[O-].[K+].[K+].[CH:7]([N:10]=[C:11]=[O:12])([CH3:9])[CH3:8].[Cl:13][C:14]1[C:15]([O:24][C:25]2[C:29]([CH3:30])=[C:28]([CH3:31])[NH:27][N:26]=2)=[N:16][CH:17]=[C:18]([C:20]([F:23])([F:22])[F:21])[CH:19]=1.Cl>CN(C=O)C>[CH:7]([NH:10][C:11]([N:27]1[C:28]([CH3:31])=[C:29]([CH3:30])[C:25]([O:24][C:15]2[C:14]([Cl:13])=[CH:19][C:18]([C:20]([F:23])([F:22])[F:21])=[CH:17][N:16]=2)=[N:26]1)=[O:12])([CH3:9])[CH3:8] |f:0.1.2|. Procedure: Potassium carbonate (0.62 g, 4.5 mmol) and isopropyl isocyanate (0.26 g, 3.0 mmol) were added to a solution of 3-(3-chloro-5-trifluoromethylpyridin-2-yloxy)-4,5-dimethylpyrazole (0.88 g, 3.0 mmol) in DMF (10 ml), and the mixture was stirred at room temperature for 6 hours. After completion of the reaction, the reaction mixture was poured into 2N hydrochloric acid and extracted with ethyl acetate (10 ml×3). An organic layer was washed with water, dried over anhydrous magnesium sulfate and filtere... Yields the product C(C)(C)NC(=O)N1N=C(C(=C1C)C)OC1=NC=C(C=C1Cl)C(F)(F)F (N-isopropyl-3-(3-chloro-5-trifluoromethylpyridin-2-yloxy)-4,5-dimethylpyrazole-1-carboxamide). Conditions: time 6 hour. The reactants are Cl (hydrochloric acid), C([O-])([O-])=O.[K+].[K+] (Potassium carbonate), C(C)(C)N=C=O (isopropyl isocyanate), ClC=1C(=NC=C(C1)C(F)(F)F)OC1=NNC(=C1C)C (3-(3-chloro-5-trifluoromethylpyridin-2-yloxy)-4,5-dimethylpyrazole). The reactants are CCCN, C1CCOC1, N#Cc1c(Cl)nc(SCc2csc(-c3ccc(Cl)cc3)n2)c(C#N)c1-c1ccc(OCCO)cc1. The product is CCCNc1nc(SCc2csc(-c3ccc(Cl)cc3)n2)c(C#N)c(-c2ccc(OCCO)cc2)c1C#N. RXN SMILES: [CH2:36]([CH2:37][CH3:38])[NH2:39].[CH2:40]1[O:41][CH2:42][CH2:43][CH2:44]1.[Cl:1][c:2]1[n:3][c:4]([S:22][CH2:23][c:24]2[n:25][c:26](-[c:29]3[cH:30][cH:31][c:32]([Cl:35])[cH:33][cH:34]3)[s:27][cH:28]2)[c:5]([C:20]#[N:21])[c:6](-[c:10]2[cH:11][cH:12][c:13]([O:16][CH2:17][CH2:18][OH:19])[cH:14][cH:15]2)[c:7]1[C:8]#[N:9]>>[c:2]1([NH:39][CH2:36][CH2:37][CH3:38])[n:3][c:4]([S:22][CH2:23][c:24]2[n:25][c:26](-[c:29]3[cH:30][cH:31][c:32]([Cl:35])[cH:33][cH:34]3)[s:27][cH:28]2)[c:5]([C:20]#[N:21])[c:6](-[c:10]2[cH:11][cH:12][c:13]([O:16][CH2:17][CH2:18][OH:19])[cH:14][cH:15]2)[c:7]1[C:8]#[N:9]. Reactants: CO, CCOC(=O)c1ccc(Cn2ccc(NC(=O)c3c(F)cccc3F)n2)c(C(F)(F)F)c1, [Na+], [OH-]. The product is O=C(O)c1ccc(Cn2ccc(NC(=O)c3c(F)cccc3F)n2)c(C(F)(F)F)c1. As a reaction SMILES: [CH3:35][OH:36].[F:1][c:2]1[c:3]([C:9](=[O:10])[NH:11][c:12]2[n:13][n:14]([CH2:17][c:18]3[c:19]([C:29]([F:30])([F:31])[F:32])[cH:20][c:21]([C:22](=[O:23])[O:24][CH2:25][CH3:26])[cH:27][cH:28]3)[cH:15][cH:16]2)[c:4]([F:8])[cH:5][cH:6][cH:7]1.[Na+:34].[OH-:33]>>[F:1][c:2]1[c:3]([C:9](=[O:10])[NH:11][c:12]2[n:13][n:14]([CH2:17][c:18]3[c:19]([C:29]([F:30])([F:31])[F:32])[cH:20][c:21]([C:22](=[O:23])[OH:24])[cH:27][cH:28]3)[cH:15][cH:16]2)[c:4]([F:8])[cH:5][cH:6][cH:7]1. The reactants are Cc1cc(COc2ccc(S(=O)(=O)NC3CN(C(=O)OC(C)(C)C)CC3C(=O)O)cc2)c2ccccc2n1, NO. The product is Cc1cc(COc2ccc(S(=O)(=O)NC3CN(C(=O)OC(C)(C)C)CC3C(=O)NO)cc2)c2ccccc2n1. Reaction SMILES: [C:1]([CH3:2])([CH3:3])([CH3:4])[O:5][C:6](=[O:7])[N:8]1[CH2:9][CH:10]([C:36](=[O:37])[OH:38])[CH:11]([NH:13][S:14](=[O:15])(=[O:16])[c:17]2[cH:18][cH:19][c:20]([O:23][CH2:24][c:25]3[cH:26][c:27]([CH3:35])[n:28][c:29]4[cH:30][cH:31][cH:32][cH:33][c:34]34)[cH:21][cH:22]2)[CH2:12]1.[NH2:39][OH:40]>>[C:1]([CH3:2])([CH3:3])([CH3:4])[O:5][C:6](=[O:7])[N:8]1[CH2:9][CH:10]([C:36](=[O:37])[NH:39][OH:40])[CH:11]([NH:13][S:14](=[O:15])(=[O:16])[c:17]2[cH:18][cH:19][c:20]([O:23][CH2:24][c:25]3[cH:26][c:27]([CH3:35])[n:28][c:29]4[cH:30][cH:31][cH:32][cH:33][c:34]34)[cH:21][cH:22]2)[CH2:12]1. Reactants: C(C(C)(C)C)(=O)OCCl (chloromethyl pivalate), FC1=C(C=CC(=C1)F)[C@]([C@@H](C)N1C(N(CC1)C1=CC=C(C=C1)N1N=NN=C1)=O)(CN1N=CN=C1)O (1-[(1R,2R)-2-(2,4-difluorophenyl)-2-hydroxy-1-methyl-3-(1H-1,2,4-triazol-1-yl)propyl]-3-[4-(1H-tetrazol-1-yl)phenyl]-2-imidazolidinone), C(C(C)(C)C)(=O)OCCl (chloromethyl pivalate). Run in CC(=O)C (acetone). Reaction conditions: time 88 hour. Yields the product [Cl-].FC1=C(C=CC(=C1)F)[C@@](C[NH+]1N=CN(C1)COC(C(C)(C)C)=O)([C@@H](C)N1C(N(CC1)C1=CC=C(C=C1)N1N=NN=C1)=O)O (1-[(2R,3R)-2-(2,4-difluorophenyl)-2-hydroxy-3-[2-oxo-3-[4-(1H-tetrazol-1-yl)phenyl]-1-imidazolidinyl]butyl]-4-[(2,2-dimethylpropanoyloxy)methyl]-1H-1,2,4-triazolium chloride). As a reaction SMILES: [F:1][C:2]1[CH:7]=[C:6]([F:8])[CH:5]=[CH:4][C:3]=1[C@@:9]([OH:35])([CH2:29][N:30]1[CH:34]=[N:33][CH:32]=[N:31]1)[C@H:10]([N:12]1[CH2:16][CH2:15][N:14]([C:17]2[CH:22]=[CH:21][C:20]([N:23]3[CH:27]=[N:26][N:25]=[N:24]3)=[CH:19][CH:18]=2)[C:13]1=[O:28])[CH3:11].[C:36]([O:42][CH2:43][Cl:44])(=[O:41])[C:37]([CH3:40])([CH3:39])[CH3:38]>CC(C)=O>[Cl-:44].[F:1][C:2]1[CH:7]=[C:6]([F:8])[CH:5]=[CH:4][C:3]=1[C@:9]([OH:35])([C@H:10]([N:12]1[CH2:16][CH2:15][N:14]([C:17]2[CH:22]=[CH:21][C:20]([N:23]3[CH:27]=[N:26][N:25]=[N:24]3)=[CH:19][CH:18]=2)[C:13]1=[O:28])[CH3:11])[CH2:29][NH+:30]1[CH2:34][N:33]([CH2:43][O:42][C:36](=[O:41])[C:37]([CH3:40])([CH3:39])[CH3:38])[CH:32]=[N:31]1 |f:3.4|. Reported procedure: To a mixture of 1-[(1R,2R)-2-(2,4-difluorophenyl)-2-hydroxy-1-methyl-3-(1H-1,2,4-triazol-1-yl)propyl]-3-[4-(1H-tetrazol-1-yl)phenyl]-2-imidazolidinone (0.48 g) and acetone (10 ml) was added chloromethyl pivalate (2.9 ml), and the mixture was stirred under reflux. After 88 hours, chloromethyl pivalate (1.45 ml) was added to the mixture. The mixture was further stirred for 14 hours under reflux. The reaction mixture was concentrated under reduced pressure. To the residue was added diethyl ether (8... Starting materials: FC(C1=CC=C(C=N1)C1=CC=C(C=C1)[C@@H]1[C@H](N(C(O1)(C)C)C(C(F)F)=O)CF)(S(=O)(=O)C)F (1-((4S,5R)-5-(4-(6-(difluoro(methylsulfonyl)methyl)pyridin-3-yl)phenyl)-4-(fluoromethyl)-2,2-dimethyloxazolidin-3-yl)-2,2-difluoroethanone). Reagents/catalysts: O (water). Solvent: Cl (hydrochloric acid), O1CCOCC1 (dioxane). Conditions: temperature 5 celsius, time 30 minute. The product is FC(C1=CC=C(C=N1)C1=CC=C(C=C1)[C@H]([C@@H](CF)NC(C(F)F)=O)O)(S(=O)(=O)C)F (N-((1R,2S)-1-(4-(6-(difluoro(methylsulfonyl)methyl)pyridin-3-yl)phenyl)-3-fluoro-1-hydroxypropan-2-yl)-2,2-difluoroacetamide). Isolated yield 47.9%. As a reaction SMILES: [F:1][C:2]([F:33])([S:29]([CH3:32])(=[O:31])=[O:30])[C:3]1[N:8]=[CH:7][C:6]([C:9]2[CH:14]=[CH:13][C:12]([C@H:15]3[O:19]C(C)(C)[N:17]([C:22](=[O:26])[CH:23]([F:25])[F:24])[C@@H:16]3[CH2:27][F:28])=[CH:11][CH:10]=2)=[CH:5][CH:4]=1>Cl.O1CCOCC1.O>[F:33][C:2]([F:1])([S:29]([CH3:32])(=[O:30])=[O:31])[C:3]1[N:8]=[CH:7][C:6]([C:9]2[CH:14]=[CH:13][C:12]([C@@H:15]([OH:19])[C@H:16]([NH:17][C:22](=[O:26])[CH:23]([F:25])[F:24])[CH2:27][F:28])=[CH:11][CH:10]=2)=[CH:5][CH:4]=1. Reported procedure: 1-((4S,5R)-5-(4-(6-(difluoro(methylsulfonyl)methyl)pyridin-3-yl)phenyl)-4-(fluoromethyl)-2,2-dimethyloxazolidin-3-yl)-2,2-difluoroethanone (30 mg, 0.06 mmol) is suspended in 4N hydrochloric acid in dioxane, cooled to 5° C. then treated with 2 drops of water, stirred 30 minutes then purified by HPLC to give the title compound (13 mg). 1H NMR (400 MHz, DMSO-d6) δ: 3.40 (s, 3H), 4.25-4.50 (m, 3H), 4.92 (m, 1H), 6.20 (t, J=56 Hz, 1H), 7.52 (d, J=8.2, 1H), 7.82 (d, J=8.2 Hz, 1H), 7.93 (d, J=8.2, 1H),... Reactants: C(C)(=O)O[C@@H]1CC2=C[C@H]([C@H]3[C@@H]4CC[C@H](C(C)C5OCC(CO5)(C)C)[C@]4(CC[C@@H]3[C@]2([C@@H]2[C@H]1O2)C)C)O (20-(5,5-dimethyl-1,3-dioxan-2-yl)-1α,2α-epoxy-7α-hydroxypregn-5-en-3β-yl acetate), C(C)(=O)O[C@@H]1CC2=CC=C3[C@@H]4CC[C@H](C(C)C5OCC(CO5)(C)C)[C@]4(CC[C@@H]3[C@]2([C@@H]2[C@H]1O2)C)C (20-(5,5-dimethyl-1,3-dioxan-2-yl)-1α,2α-epoxypregna-5,7-dien-3β-yl acetate). The product is CC1(COC(OC1)C(C)[C@H]1CC[C@H]2[C@@H]3[C@@H](C=C4C[C@H]([C@H]5[C@@H]([C@]4(C)[C@H]3CC[C@]12C)O5)O)O)C (20-(5,5-dimethyl-1,3-dioxan-2-yl)-1α,2α-epoxypregn-5-ene-3β,7α-diol). Yield: 82.8%. RXN SMILES: C([O:4][C@H:5]1[C@@H:31]2[O:32][C@@H:30]2[C@@:29]2([CH3:33])[C:7](=[CH:8][C@@H:9]([OH:35])[C@@H:10]3[C@@H:28]2[CH2:27][CH2:26][C@@:25]2([CH3:34])[C@H:11]3[CH2:12][CH2:13][C@@H:14]2[CH:15]([CH:17]2[O:22][CH2:21][C:20]([CH3:24])([CH3:23])[CH2:19][O:18]2)[CH3:16])[CH2:6]1)(=O)C.C(O[C@H]1[C@@H]2O[C@@H]2[C@@]2(C)C(=CC=C3[C@@H]2CC[C@@]2(C)[C@H]3CC[C@@H]2C(C2OCC(C)(C)CO2)C)C1)(=O)C>>[CH3:24][C:20]1([CH3:23])[CH2:19][O:18][CH:17]([CH:15]([C@@H:14]2[C@:25]3([CH3:34])[C@H:11]([C@H:10]4[C@H:28]([CH2:27][CH2:26]3)[C@:29]3([CH3:33])[C:7]([CH2:6][C@@H:5]([OH:4])[C@@H:31]5[O:32][C@@H:30]53)=[CH:8][C@H:9]4[OH:35])[CH2:12][CH2:13]2)[CH3:16])[O:22][CH2:21]1. Procedure: The procedure of Example 23 was repeated except that 4.9 mg (0.01 mmole) of 20-(5,5-dimethyl-1,3-dioxan-2-yl)-1α,2α-epoxy-7α-hydroxypregn-5-en-3β-yl acetate was used in lieu of 5 mg of 20-(5,5-dimethyl-1,3-dioxan-2-yl)-1α,2α-epoxypregna-5,7-dien-3β-yl acetate to give 3.7 mg of 20-(5,5-dimethyl-1,3-dioxan-2-yl)-1α,2α-epoxypregn-5-ene-3β,7α-diol (yield: 83%). Isolated yield 17.8%. RXN SMILES: [C:1]([C:9]1[C:10]([N+:23]([O-:25])=[O:24])=[C:11]([C:15](C)([C:19](O)=O)[C:16]([OH:18])=[O:17])[CH:12]=[CH:13][CH:14]=1)(=[O:8])[C:2]1[CH:7]=[CH:6][CH:5]=[CH:4][CH:3]=1.S(=O)(=O)(O)O>C(O)(=O)C>[C:1]([C:9]1[C:10]([N+:23]([O-:25])=[O:24])=[C:11]([CH:15]([CH3:19])[C:16]([OH:18])=[O:17])[CH:12]=[CH:13][CH:14]=1)(=[O:8])[C:2]1[CH:3]=[CH:4][CH:5]=[CH:6][CH:7]=1. Reported procedure: A mixture of 3.0 g (0.0075 mole) of 2-(3-benzoyl-2-nitrophenyl)-2-methylpropanedioic acid, 20 ml of acetic acid and 20 ml of 20% sulfuric acid was heated at reflux under a nitrogen atomsphere overnight. The dark solution was concentrated and the residue was treated with 200 ml of 2N potassium carbonate. The mixture was triturated with diethyl ether and then filtered to remove insoluble material. The filtrate layers were separated and the aqueous layer was washed with diethylether. The aqueous so... Solvent: C(C)(=O)O (acetic acid). Reactants: C(C1=CC=CC=C1)(=O)C=1C(=C(C=CC1)C(C(=O)O)(C(=O)O)C)[N+](=O)[O-] (2-(3-benzoyl-2-nitrophenyl)-2-methylpropanedioic acid), S(O)(O)(=O)=O (sulfuric acid). Yields the product C(C1=CC=CC=C1)(=O)C=1C(=C(C=CC1)C(C(=O)O)C)[N+](=O)[O-] (3-Benzoyl-2-nitro(α-methyl)benzeneacetic Acid). Reactants: [Li]CCCC, COc1cc(C=O)cc2c1OCO2, C1CCOC1, Cc1ccccc1NS(=O)(=O)c1ccccc1. The product is COc1cc(C(O)c2ccccc2S(=O)(=O)Nc2ccccc2C)cc2c1OCO2. Reaction SMILES: [CH2:18]([Li:19])[CH2:20][CH2:21][CH3:22].[CH3:23][O:24][c:25]1[cH:26][c:27]([CH:28]=[O:29])[cH:30][c:31]2[c:32]1[O:33][CH2:34][O:35]2.[O:36]1[CH2:37][CH2:38][CH2:39][CH2:40]1.[c:1]1([CH3:17])[c:2]([NH:7][S:8](=[O:9])(=[O:10])[c:11]2[cH:12][cH:13][cH:14][cH:15][cH:16]2)[cH:3][cH:4][cH:5][cH:6]1>>[c:1]1([CH3:17])[c:2]([NH:7][S:8](=[O:9])(=[O:10])[c:11]2[cH:12][cH:13][cH:14][cH:15][c:16]2[CH:28]([c:27]2[cH:26][c:25]([O:24][CH3:23])[c:32]3[c:31]([cH:30]2)[O:35][CH2:34][O:33]3)[OH:29])[cH:3][cH:4][cH:5][cH:6]1.